From a dataset of the Open Reaction Database (ORD), a public repository of structured organic reaction records. describe an organic reaction: reactants, conditions, products, and yield Starting materials: C(#N)C1=C(C=C(C=C1)C(C=1N=CN(C1)C(C1=CC=CC=C1)(C1=CC=CC=C1)C1=CC=CC=C1)OC(C)=O)F (Acetic acid (4-cyano-3-fluoro-phenyl)-(1-trityl-1H-imidazol-4-yl)-methyl ester), S(=O)(=O)(OC)OC (dimethyl sulfate). The solvent is CCOC(=O)C (EtOAc). Conditions: temperature 60 celsius. Yields the product C(#N)C1=C(C=C(C=C1)C(C=1N(C=NC1)C)OC(C)=O)F (Acetic Acid (4-Cyano-3-fluoro-phenyl)-(3-methyl-3H-imidazol-4-yl)-methyl Ester). RXN SMILES: [C:1]([C:3]1[CH:8]=[CH:7][C:6]([CH:9]([O:34][C:35](=[O:37])[CH3:36])[C:10]2[N:11]=[CH:12][N:13](C(C3C=CC=CC=3)(C3C=CC=CC=3)C3C=CC=CC=3)[CH:14]=2)=[CH:5][C:4]=1[F:38])#[N:2].S(OC)(O[CH3:43])(=O)=O>CCOC(C)=O>[C:1]([C:3]1[CH:8]=[CH:7][C:6]([CH:9]([O:34][C:35](=[O:37])[CH3:36])[C:10]2[N:11]([CH3:43])[CH:12]=[N:13][CH:14]=2)=[CH:5][C:4]=1[F:38])#[N:2]. Procedure: Acetic acid (4-cyano-3-fluoro-phenyl)-(1-trityl-1H-imidazol-4-yl)-methyl ester (4.60 g, 9.17 mmol) and dimethyl sulfate (0.83 mL, 8.81 mmol) were dissolved in EtOAc (20 mL) and heated at 60° C. overnight under Ar. The reaction was concentrated in vacuo, diluted with MeOH (30 mL), and refluxed for 1 h. Concentrated in vacuo and purified using SiO2 chromatography (0.5-4% MeOH/CH2Cl2 with NH4OH) to give the title compound. Run at time 4 hour. The reagents and catalysts are [Cu].[Zn] (zinc-copper couple). Yields the product C(CCCCCCC)[C@@H]1[C@@H](C1)CCCCCCCC(=O)O (cis-8-(2 -octylcyclopropyl) octanoic acid). Reported procedure: To 2.2 g of zinc-copper couple in 30 mL of dry ether is added 5.7 mL (16.9 mmol) of methyl oleate and 5.4 mL (70.7 mmol) of diiodomethane. The reaction mixture is refluxed overnight, cooled to room temperature, poured into 1.0N HCl, and extracted three times with ether. The organic layers are combined, washed with brine, dried over MgSO4, filtered, and concentrated in vacuo to give an oil. The oil is subjected to the conditions described in Example 51 above to give an oil free of starting materi... As a reaction SMILES: [C:1]([O:20]C)(=[O:19])[CH2:2][CH2:3][CH2:4][CH2:5][CH2:6][CH2:7][CH2:8]/[CH:9]=[CH:10]\[CH2:11][CH2:12][CH2:13][CH2:14][CH2:15][CH2:16][CH2:17][CH3:18].I[CH2:23]I.Cl.[OH-].[K+]>CCOCC.[Cu].[Zn].O1CCCC1.CO.O>[CH2:11]([C@H:10]1[CH2:23][C@H:9]1[CH2:8][CH2:7][CH2:6][CH2:5][CH2:4][CH2:3][CH2:2][C:1]([OH:20])=[O:19])[CH2:12][CH2:13][CH2:14][CH2:15][CH2:16][CH2:17][CH3:18] |f:3.4,6.7,8.9.10|. Solvent: CCOCC (ether), O1CCCC1.CO.O (tetrahydrofuran methanol water). The reactants are C(CCCCCCC\C=C/CCCCCCCC)(=O)OC (methyl oleate), ICI (diiodomethane), [OH-].[K+] (KOH), Cl (HCl). Reactants: [Br-], CC#C[Mg+], COc1ccc2c(c1OC)C[NH+]1CCc3cc4c(cc3C1=C2C)OCO4, CCOCC, [I-], C1CCOC1. The product is CC#CC1c2c(ccc(OC)c2OC)C(C)=C2c3cc4c(cc3CCN21)OCO4. Reaction SMILES: [Br-:28].[C:29](#[C:30][CH3:31])[Mg+:32].[CH3:1][O:2][c:3]1[c:4]([O:25][CH3:26])[cH:5][cH:6][c:7]2[c:23]1[CH2:22][NH+:10]1[C:9](=[C:8]2[CH3:24])[c:18]2[c:13]([cH:14][c:15]3[c:16]([cH:17]2)[O:19][CH2:20][O:21]3)[CH2:12][CH2:11]1.[CH3:38][CH2:39][O:40][CH2:41][CH3:42].[I-:27].[O:33]1[CH2:34][CH2:35][CH2:36][CH2:37]1>>[CH3:1][O:2][c:3]1[c:4]([O:25][CH3:26])[cH:5][cH:6][c:7]2[c:23]1[CH:22]([C:29]#[C:30][CH3:31])[N:10]1[C:9](=[C:8]2[CH3:24])[c:18]2[c:13]([cH:14][c:15]3[c:16]([cH:17]2)[O:19][CH2:20][O:21]3)[CH2:12][CH2:11]1. As a reaction SMILES: [CH3:40][CH2:41][OH:42].[CH:1](=[O:2])[c:3]1[cH:4][cH:5][cH:6][cH:7][c:8]1[OH:9].[NH2:10][c:11]1[c:12]2[c:13]([n:14][cH:15][n:16]1)[n:17]([CH:27]1[CH2:28][CH2:29][N:30]([C:33](=[O:34])[O:35][C:36]([CH3:37])([CH3:38])[CH3:39])[CH2:31][CH2:32]1)[n:18][c:19]2-[c:20]1[cH:21][cH:22][c:23]([NH2:26])[cH:24][cH:25]1>>[CH:1]([c:3]1[cH:4][cH:5][cH:6][cH:7][c:8]1[OH:9])=[N:26][c:23]1[cH:22][cH:21][c:20](-[c:19]2[c:12]3[c:11]([NH2:10])[n:16][cH:15][n:14][c:13]3[n:17]([CH:27]3[CH2:28][CH2:29][N:30]([C:33](=[O:34])[O:35][C:36]([CH3:37])([CH3:38])[CH3:39])[CH2:31][CH2:32]3)[n:18]2)[cH:25][cH:24]1. Starting materials: CCO, O=Cc1ccccc1O, CC(C)(C)OC(=O)N1CCC(n2nc(-c3ccc(N)cc3)c3c(N)ncnc32)CC1. Yields the product CC(C)(C)OC(=O)N1CCC(n2nc(-c3ccc(N=Cc4ccccc4O)cc3)c3c(N)ncnc32)CC1. Reactants: Nc1ccc(Br)cc1, CC(=O)O, COc1ccc(C=O)cc1OC1CCCC1, [Na+], CC(=O)O[BH-](OC(C)=O)OC(C)=O. The product is COc1ccc(CNc2ccc(Br)cc2)cc1OC1CCCC1. As a reaction SMILES: [Br:15][c:16]1[cH:17][cH:18][c:19]([NH2:22])[cH:20][cH:21]1.[C:39]([OH:40])(=[O:41])[CH3:42].[CH:23]1([O:28][c:29]2[cH:30][c:31]([CH:32]=[O:33])[cH:34][cH:35][c:36]2[O:37][CH3:38])[CH2:24][CH2:25][CH2:26][CH2:27]1.[Na+:14].[O:1]([BH-:2]([O:3][C:4]([CH3:5])=[O:6])[O:7][C:8]([CH3:9])=[O:10])[C:11]([CH3:12])=[O:13]>>[Br:15][c:16]1[cH:17][cH:18][c:19]([NH:22][CH2:32][c:31]2[cH:30][c:29]([O:28][CH:23]3[CH2:24][CH2:25][CH2:26][CH2:27]3)[c:36]([O:37][CH3:38])[cH:35][cH:34]2)[cH:20][cH:21]1.